From a dataset of the Open Reaction Database (ORD), a public repository of structured organic reaction records. describe an organic reaction: reactants, conditions, products, and yield Reaction SMILES: C[O:2][C:3](=[O:33])[C:4]1[CH:9]=[CH:8][C:7]([NH:10][C:11](=[O:32])[CH:12]([C:19]2[CH:24]=[CH:23][C:22]([O:25][C:26]3[CH:31]=[CH:30][CH:29]=[CH:28][CH:27]=3)=[CH:21][CH:20]=2)[CH2:13][CH:14]2[CH2:18][CH2:17][CH2:16][CH2:15]2)=[N:6][CH:5]=1.[OH-].[K+]>C(O)C.O>[CH:14]1([CH2:13][CH:12]([C:19]2[CH:20]=[CH:21][C:22]([O:25][C:26]3[CH:31]=[CH:30][CH:29]=[CH:28][CH:27]=3)=[CH:23][CH:24]=2)[C:11]([NH:10][C:7]2[CH:8]=[CH:9][C:4]([C:3]([OH:33])=[O:2])=[CH:5][N:6]=2)=[O:32])[CH2:18][CH2:17][CH2:16][CH2:15]1 |f:1.2|. Reactants: COC(C1=CN=C(C=C1)NC(C(CC1CCCC1)C1=CC=C(C=C1)OC1=CC=CC=C1)=O)=O (6-[3-cyclopentyl-2-(4-phenoxy-phenyl)-propionylamino]-nicotinic acid methyl ester), [OH-].[K+] (potassium hydroxide). The yield is 74.7%. The solvent is C(C)O (ethanol), O (water). Yields the product hexanes ethyl acetate, C1(CCCC1)CC(C(=O)NC1=NC=C(C(=O)O)C=C1)C1=CC=C(C=C1)OC1=CC=CC=C1 (6-[3-cyclopentyl-2-(4-phenoxy-phenyl)-propionylamino]-nicotinic acid). Conditions: temperature 25 celsius, time 2 hour. Procedure: A solution of 6-[3-cyclopentyl-2-(4-phenoxy-phenyl)-propionylamino]-nicotinic acid methyl ester (prepared in Example 30B-b, 102 mg, 0.23 mmol) in ethanol (10 mL) at 25° C. was treated with a solution of potassium hydroxide (40 mg, 0.69 mmol) in water (2.5 mL). This light yellow solution was stirred at 25° C. for 2 h and then concentrated in vacuo to remove ethanol. The resulting aqueous solution was acidified to pH=2 with a 1N aqueous hydrochloric acid solution and then extracted with methylene ...